Dataset: the Open Reaction Database (ORD), a public repository of structured organic reaction records. Task: describe an organic reaction: reactants, conditions, products, and yield The reactants are ON1N=NC2=C1C=CC=C2 (1-hydroxybenzotriazole), COC1=C(C=CC=C1)[C@@H](C(=O)O)C ((S)-2-(2-methoxyphenyl)propionic acid), C(C)(C)N(CC)C(C)C (diisopropylethylamine), Cl.C1(=CC=CC=C1)C1(CC[C@@]([C@@H]2CNC[C@H]12)(O)C1=C(C=CC=C1)OC)C1=CC=CC=C1 ((3aS,4S,7aS)-7,7-diphenyl-4-(2-methoxyphenyl)-perhydroisoindol-4-ol hydrochloride), Cl.CN(CCCN=C=NCC)C (1-(3-dimethylaminopropyl)-3-ethylcarbodiimide hydrochloride). Solvent: ClCCl (dichloromethane), ClCCl (dichloromethane). Reaction conditions: time 2 hour. Yields the product C1(=CC=CC=C1)C1(CC[C@@]([C@@H]2CN(C[C@H]12)C([C@@H](C)C1=C(C=CC=C1)OC)=O)(O)C1=C(C=CC=C1)OC)C1=CC=CC=C1 ((3aS,4S,7aS)-7,7-diphenyl-4-(2-methoxyphenyl)-2-[(S)-2-(2methoxyphenyl)propionyl]perhydroisoindol-4-ol). Yield: 16.5%. Reaction SMILES: ON1C2C=CC=CC=2N=N1.[CH3:11][O:12][C:13]1[CH:18]=[CH:17][CH:16]=[CH:15][C:14]=1[C@H:19]([CH3:23])[C:20]([OH:22])=O.C(N(C(C)C)CC)(C)C.Cl.[C:34]1([C:40]2([C:58]3[CH:63]=[CH:62][CH:61]=[CH:60][CH:59]=3)[C@@H:48]3[C@@H:44]([CH2:45][NH:46][CH2:47]3)[C@@:43]([C:50]3[CH:55]=[CH:54][CH:53]=[CH:52][C:51]=3[O:56][CH3:57])([OH:49])[CH2:42][CH2:41]2)[CH:39]=[CH:38][CH:37]=[CH:36][CH:35]=1.Cl.CN(C)CCCN=C=NCC>ClCCl>[C:58]1([C:40]2([C:34]3[CH:39]=[CH:38][CH:37]=[CH:36][CH:35]=3)[C@@H:48]3[C@@H:44]([CH2:45][N:46]([C:20](=[O:22])[C@H:19]([C:14]4[CH:15]=[CH:16][CH:17]=[CH:18][C:13]=4[O:12][CH3:11])[CH3:23])[CH2:47]3)[C@@:43]([C:50]3[CH:55]=[CH:54][CH:53]=[CH:52][C:51]=3[O:56][CH3:57])([OH:49])[CH2:42][CH2:41]2)[CH:59]=[CH:60][CH:61]=[CH:62][CH:63]=1 |f:3.4,5.6|. Procedure details: 0.025 g of 1-hydroxybenzotriazole, 0.38 g of (S)-2-(2-methoxyphenyl)propionic acid and 0.32 cm3 of diisopropylethylamine are added to a suspension of 0.8 g of (3aS,4S,7aS)-7,7-diphenyl-4-(2-methoxyphenyl)-perhydroisoindol-4-ol hydrochloride in 60 cm3 of dry dichloromethane, this solution is then cooled to +5° C. and a suspension of 0.43 g of 1-(3-dimethylaminopropyl)-3-ethylcarbodiimide hydrochloride in 10 cm3 of dry dichloromethane is quickly added. The reaction mixture is stirred at +5° C. for... Starting materials: CCO, Cl, COC(=O)c1c(N2CCCC(N)C2)n(Cc2ccccc2Cl)c2c(=O)n(C)c(=O)n(C)c12, [Na+], C1CCOC1, [OH-], O. The product is Cn1c(=O)c2c(c(C(=O)[O-])c(N3CCCC(N)C3)n2Cc2ccccc2Cl)n(C)c1=O, [Na+]. As a reaction SMILES: [CH3:3][CH2:4][OH:5].[ClH:11].[NH2:12][CH:13]1[CH2:14][N:15]([c:19]2[c:20]([C:40](=[O:41])[O:42][CH3:43])[c:21]3[n:22]([CH3:39])[c:23](=[O:38])[n:24]([CH3:37])[c:25](=[O:36])[c:26]3[n:27]2[CH2:28][c:29]2[c:30]([Cl:35])[cH:31][cH:32][cH:33][cH:34]2)[CH2:16][CH2:17][CH2:18]1.[Na+:2].[O:6]1[CH2:7][CH2:8][CH2:9][CH2:10]1.[OH-:1].[OH2:44]>>[NH2:12][CH:13]1[CH2:14][N:15]([c:19]2[c:20]([C:40](=[O:41])[O-:42])[c:21]3[n:22]([CH3:39])[c:23](=[O:38])[n:24]([CH3:37])[c:25](=[O:36])[c:26]3[n:27]2[CH2:28][c:29]2[c:30]([Cl:35])[cH:31][cH:32][cH:33][cH:34]2)[CH2:16][CH2:17][CH2:18]1.[Na+:2].